From a dataset of the Open Reaction Database (ORD), a public repository of structured organic reaction records. describe an organic reaction: reactants, conditions, products, and yield Reactants: CC(=O)Cl, ClCCl, COc1ccc(C2=NN(C3CCN(C(=O)c4cc(N)ccc4Cl)CC3)C(=O)C2(C)C)cc1OC. The product is COc1ccc(C2=NN(C3CCN(C(=O)c4cc(NC(C)=O)ccc4Cl)CC3)C(=O)C2(C)C)cc1OC. RXN SMILES: [CH3:35][C:36]([Cl:37])=[O:38].[Cl:39][CH2:40][Cl:41].[NH2:1][c:2]1[cH:3][cH:4][c:5]([Cl:34])[c:6]([C:8](=[O:9])[N:10]2[CH2:11][CH2:12][CH:13]([N:16]3[N:17]=[C:18]([c:24]4[cH:25][c:26]([O:32][CH3:33])[c:27]([O:30][CH3:31])[cH:28][cH:29]4)[C:19]([CH3:22])([CH3:23])[C:20]3=[O:21])[CH2:14][CH2:15]2)[cH:7]1>>[NH:1]([c:2]1[cH:3][cH:4][c:5]([Cl:34])[c:6]([C:8](=[O:9])[N:10]2[CH2:11][CH2:12][CH:13]([N:16]3[N:17]=[C:18]([c:24]4[cH:25][c:26]([O:32][CH3:33])[c:27]([O:30][CH3:31])[cH:28][cH:29]4)[C:19]([CH3:22])([CH3:23])[C:20]3=[O:21])[CH2:14][CH2:15]2)[cH:7]1)[C:36]([CH3:35])=[O:38].